This data is from the Open Reaction Database (ORD), a public repository of structured organic reaction records. The task is: describe an organic reaction: reactants, conditions, products, and yield Reactants: FC(C(=O)O)(F)F (Trifluoroacetic acid), COC1=CC=C(CN(C2=NC=3C=CC=CC3C3=C2N=C(N3CC(C)C)NC)CC3=CC=C(C=C3)OC)C=C1 (N4,N4-bis(4-methoxybenzyl)-N2-methyl-1-(2-methylpropyl)-1H-imidazo[4,5-c]quinoline-2,4-diamine). Solvent: [OH-].[Na+] (sodium hydroxide). Run at temperature 70 celsius. Product: CNC=1N(C2=C(C(=NC=3C=CC=CC23)N)N1)CC(C)C (N2-methyl-1-(2-methylpropyl)-1H-imidazo[4,5-c]quinoline-2,4-diamine). Yield: 37.8%. As a reaction SMILES: FC(F)(F)C(O)=O.COC1C=CC(C[N:15](CC2C=CC(OC)=CC=2)[C:16]2[C:25]3[N:26]=[C:27]([NH:33][CH3:34])[N:28]([CH2:29][CH:30]([CH3:32])[CH3:31])[C:24]=3[C:23]3[CH:22]=[CH:21][CH:20]=[CH:19][C:18]=3[N:17]=2)=CC=1>[OH-].[Na+]>[CH3:34][NH:33][C:27]1[N:28]([CH2:29][CH:30]([CH3:32])[CH3:31])[C:24]2[C:23]3[CH:22]=[CH:21][CH:20]=[CH:19][C:18]=3[N:17]=[C:16]([NH2:15])[C:25]=2[N:26]=1 |f:2.3|. Procedure details: Trifluoroacetic acid (150 mL) was added to N4,N4-bis(4-methoxybenzyl)-N2-methyl-1-(2-methylpropyl)-1H-imidazo[4,5-c]quinoline-2,4-diamine (15 g, 29.5 mmol), and the reaction was heated at 70° C. overnight and allowed to cool to ambient temperature. Aqueous sodium hydroxide (170 mL of 12 M) was added to adjust the solution to pH 9. The resulting mixture was extracted with chloroform (3×), and the combined extracts were washed with brine (3×), dried over magnesium sulfate, filtered through a layer... Starting materials: CC(CO)(C(C(C)C)O)C (2,2,4-trimethyl-1,3-pentanediol), ester, hydroxyl, C(CCCCCC)(=O)O (heptanoic acid). Reagents/catalysts: C(CCCCCC)(=O)O (n-heptanoic acid), C(CCC)[Sn](CCCC)=O (dibutyl tin oxide). Solvent: four. Yields the product C(CCCCCC)(=O)OCC(C(C(C)C)OC(CCCCCC)=O)(C)C (2,2,4-trimethyl-1,3-pentanediol di-n-heptanoate). As a reaction SMILES: [CH3:1][C:2]([CH3:10])([CH:5]([OH:9])[CH:6]([CH3:8])[CH3:7])[CH2:3][OH:4].[C:11]([OH:19])(=O)[CH2:12][CH2:13][CH2:14][CH2:15][CH2:16][CH3:17]>C(O)(=O)CCCCCC.C([Sn](=O)CCCC)CCC>[C:11]([O:4][CH2:3][C:2]([CH3:10])([CH3:1])[CH:5]([O:9][C:11](=[O:19])[CH2:12][CH2:13][CH2:14][CH2:15][CH2:16][CH3:17])[CH:6]([CH3:8])[CH3:7])(=[O:19])[CH2:12][CH2:13][CH2:14][CH2:15][CH2:16][CH3:17]. Procedure details: Into a 3-liter four neck flask equipped with stirrer, thermometer, a nitrogen inlet tube, Dean-Stark trap and condenser was charged 492 grams (3.36 moles) of 2,2,4-trimethyl-1,3-pentanediol; 963 grams n-heptanoic acid (7.40 moles) and 0.1 wt. percent of dibutyl tin oxide as catalyst. The reaction was carried out under reflux conditions at 220° C. to a hydroxyl value <2.0. The excess heptanoic acid was stripped under reduced pressure for a TAN <1.0. The ester was subsequently treated with concent... Starting materials: N1(CCOCC1)C=1N=C2N(C(C1)=O)CC[C@H](N2)C(F)(F)F ((8S)-2-(morpholin-4-yl)-8-(trifluoromethyl)-6,7,8,9-tetrahydro-4H-pyrimido[1,2-a]pyrimidin-4-one), C(C)#N (acetonitrile), ClCC1=CC(=CC=C1)OC (1-(chloro-methyl)-3-methoxybenzene), C([O-])([O-])=O.[Cs+].[Cs+] (caesium carbonate). Solvent: CN(C=O)C (dimethylformamide). The product is COC=1C=C(CN2[C@@H](CCN3C2=NC(=CC3=O)N3CCOCC3)C(F)(F)F)C=CC1 ((8S)-9-(3-methoxybenzyl)-2-(morpholin-4-yl)-8-(trifluoromethyl)-6,7,8,9-tetrahydro-4H-pyrimido[1,2-a]pyrimidin-4-one). Yield: 79.6%. Reaction SMILES: [N:1]1([C:7]2[N:8]=[C:9]3[NH:17][C@H:16]([C:18]([F:21])([F:20])[F:19])[CH2:15][CH2:14][N:10]3[C:11](=[O:13])[CH:12]=2)[CH2:6][CH2:5][O:4][CH2:3][CH2:2]1.Cl[CH2:23][C:24]1[CH:29]=[CH:28][CH:27]=[C:26]([O:30][CH3:31])[CH:25]=1.C(=O)([O-])[O-].[Cs+].[Cs+].C(#N)C>CN(C)C=O>[CH3:31][O:30][C:26]1[CH:25]=[C:24]([CH:29]=[CH:28][CH:27]=1)[CH2:23][N:17]1[C:9]2=[N:8][C:7]([N:1]3[CH2:6][CH2:5][O:4][CH2:3][CH2:2]3)=[CH:12][C:11](=[O:13])[N:10]2[CH2:14][CH2:15][C@H:16]1[C:18]([F:20])([F:21])[F:19] |f:2.3.4|. Procedure: The product is prepared according to the procedure described in Example 22, but using 100 mg of (8S)-2-(morpholin-4-yl)-8-(trifluoromethyl)-6,7,8,9-tetrahydro-4H-pyrimido[1,2-a]pyrimidin-4-one, 57 mg of 1-(chloro-methyl)-3-methoxybenzene and 214 mg of caesium carbonate in 2 ml of dimethylformamide. After treatment, the residue is stirred into acetonitrile. The solid is spin-filter-dried, rinsed with diethyl ether and then dried under a vacuum bell jar. 111 mg of (8S)-9-(3-methoxybenzyl)-2-(morph... The reactants are [Cl-], O=C(O)c1cccc(Oc2ccc([N+](=O)[O-])cc2Cl)c1, Cl, O=N[O-], [Na+], CN(C)C=O, O. Product: O=C(O)c1cccc(Oc2ccc(Cl)cc2Cl)c1. As a reaction SMILES: [Cl-:25].[Cl:1][c:2]1[c:3]([O:4][c:5]2[cH:6][c:7]([C:8](=[O:9])[OH:10])[cH:11][cH:12][cH:13]2)[cH:14][cH:15][c:16]([N+:18]([O-:19])=[O:20])[cH:17]1.[ClH:32].[N:21]([O-:22])=[O:23].[Na+:24].[O:26]=[CH:27][N:28]([CH3:29])[CH3:30].[OH2:31]>>[Cl:1][c:2]1[c:3]([O:4][c:5]2[cH:6][c:7]([C:8](=[O:9])[OH:10])[cH:11][cH:12][cH:13]2)[cH:14][cH:15][c:16]([Cl:25])[cH:17]1. Starting materials: O=C(CBr)c1ccccc1, O=C(CCl)c1ccccc1. Yields the product OC(CBr)c1ccccc1. Reaction SMILES: [Br:1][CH2:2][C:3](=[O:4])[c:5]1[cH:6][cH:7][cH:8][cH:9][cH:10]1.[Cl:11][CH2:12][C:13]([c:14]1[cH:15][cH:16][cH:17][cH:18][cH:19]1)=[O:20]>>[Br:1][CH2:2][CH:3]([OH:4])[c:5]1[cH:6][cH:7][cH:8][cH:9][cH:10]1. Reactants: CC(C)(C)OC(=O)N1CC(C#N)C(O[Si](C)(C)C)C1, O=C([O-])[O-], CCN(CC)S(F)(F)F, ClCCl, [Na+], [Na+]. Yields the product CC(C)(C)OC(=O)N1CC(F)C(C#N)C1. As a reaction SMILES: [C:1](#[N:2])[CH:3]1[CH2:4][N:5]([C:13](=[O:14])[O:15][C:16]([CH3:17])([CH3:18])[CH3:19])[CH2:6][CH:7]1[O:8][Si:9]([CH3:10])([CH3:11])[CH3:12].[C:29](=[O:30])([O-:31])[O-:32].[CH2:20]([N:21]([S:22]([F:23])([F:24])[F:26])[CH2:25][CH3:27])[CH3:28].[Cl:35][CH2:36][Cl:37].[Na+:33].[Na+:34]>>[C:1](#[N:2])[CH:3]1[CH2:4][N:5]([C:13](=[O:14])[O:15][C:16]([CH3:17])([CH3:18])[CH3:19])[CH2:6][CH:7]1[F:26].